From a dataset of the Open Reaction Database (ORD), a public repository of structured organic reaction records. describe an organic reaction: reactants, conditions, products, and yield As a reaction SMILES: [C:29](#[N:30])[c:31]1[cH:32][cH:33][c:34]([NH2:35])[cH:36][cH:37]1.[Na:26][C:27]#[N:28].[O:1]=[C:2]1[CH2:3][CH2:4][N:5]([c:8]2[c:9]([F:25])[cH:10][c:11]([N:14]3[C:15](=[O:24])[O:16][CH:17]([CH2:19][NH:20][C:21]([CH3:22])=[O:23])[CH2:18]3)[cH:12][cH:13]2)[CH2:6][CH2:7]1>>[C:2]1([C:27]#[N:28])([NH:35][c:34]2[cH:33][cH:32][c:31]([C:29]#[N:30])[cH:37][cH:36]2)[CH2:3][CH2:4][N:5]([c:8]2[c:9]([F:25])[cH:10][c:11]([N:14]3[C:15](=[O:24])[O:16][CH:17]([CH2:19][NH:20][C:21]([CH3:22])=[O:23])[CH2:18]3)[cH:12][cH:13]2)[CH2:6][CH2:7]1. Product: CC(=O)NCC1CN(c2ccc(N3CCC(C#N)(Nc4ccc(C#N)cc4)CC3)c(F)c2)C(=O)O1. Reactants: N#Cc1ccc(N)cc1, N#C[Na], CC(=O)NCC1CN(c2ccc(N3CCC(=O)CC3)c(F)c2)C(=O)O1.